Dataset: the Open Reaction Database (ORD), a public repository of structured organic reaction records. Task: describe an organic reaction: reactants, conditions, products, and yield Starting materials: C1(CC1)C1=C(C(=CC(=C1)CO)OCCC)C1=CC=C(C=C1)F ((2-cyclopropyl-4′-fluoro-6-propoxybiphenyl-4-yl)methanol), resultant mixture. Reagents/catalysts: [O-2].[O-2].[Mn+4] (Manganese dioxide). Solvent: C1(=CC=CC=C1)C (toluene). Yields the product C1(CC1)C1=C(C(=CC(=C1)C=O)OCCC)C1=CC=C(C=C1)F (2-Cyclopropyl-4′-fluoro-6-propoxybiphenyl-4-carbaldehyde). Isolated yield 74.7%. Reaction SMILES: [CH:1]1([C:4]2[CH:9]=[C:8]([CH2:10][OH:11])[CH:7]=[C:6]([O:12][CH2:13][CH2:14][CH3:15])[C:5]=2[C:16]2[CH:21]=[CH:20][C:19]([F:22])=[CH:18][CH:17]=2)[CH2:3][CH2:2]1>[O-2].[O-2].[Mn+4].C1(C)C=CC=CC=1>[CH:1]1([C:4]2[CH:9]=[C:8]([CH:10]=[O:11])[CH:7]=[C:6]([O:12][CH2:13][CH2:14][CH3:15])[C:5]=2[C:16]2[CH:17]=[CH:18][C:19]([F:22])=[CH:20][CH:21]=2)[CH2:3][CH2:2]1 |f:1.2.3|. Reported procedure: Manganese dioxide (60.4 g) was added to a mixture of (2-cyclopropyl-4′-fluoro-6-propoxybiphenyl-4-yl)methanol (29.8 g) and toluene (200 mL), and the resultant mixture was stirred at 60° C. for 1 hour in a nitrogen atmosphere. The reaction mixture was filtered, and then, the filtrate was concentrated. The obtained residue was purified by silica gel column chromatography (hexane/ethyl acetate) to obtain the title compound (22.1 g). Reactants: N1=CC=CC=C1 (pyridine), C(C)C(C(=O)Cl)C(=O)Cl (ethyl malonyl chloride), C1(CCCC1)CC(C(=O)NC(=O)N)C1=CC(=C(C=C1)Cl)Cl ([3-cyclopentyl-2-(3,4-dichloro-phenyl)-propionyl]-urea), N1=CC=CC=C1 (pyridine), C(C)C(C(=O)Cl)C(=O)Cl (ethyl malonyl chloride), C(C)(=O)OCC (ethyl acetate). Run in C1(=CC=CC=C1)C (toluene). Conditions: temperature 25 celsius. The product is C(C)OC(CC(=O)NC(=O)NC(C(CC1CCCC1)C1=CC(=C(C=C1)Cl)Cl)=O)=O (3-{3-[3-cyclopentyl-2-(3,4-dichloro-phenyl)-propionyl]-ureido}-3-oxo-propionic acid ethyl ester). The yield is 32.0%. RXN SMILES: [CH:1]1([CH2:6][CH:7]([C:14]2[CH:19]=[CH:18][C:17]([Cl:20])=[C:16]([Cl:21])[CH:15]=2)[C:8]([NH:10][C:11]([NH2:13])=[O:12])=[O:9])[CH2:5][CH2:4][CH2:3][CH2:2]1.N1C=CC=CC=1.C([CH:30]([C:34](Cl)=[O:35])[C:31](Cl)=[O:32])C.[C:37](OCC)(=[O:39])[CH3:38]>C1(C)C=CC=CC=1>[CH2:37]([O:39][C:34](=[O:35])[CH2:30][C:31]([NH:13][C:11]([NH:10][C:8](=[O:9])[CH:7]([C:14]1[CH:19]=[CH:18][C:17]([Cl:20])=[C:16]([Cl:21])[CH:15]=1)[CH2:6][CH:1]1[CH2:5][CH2:4][CH2:3][CH2:2]1)=[O:12])=[O:32])[CH3:38]. Procedure: A solution of [3-cyclopentyl-2-(3,4-dichloro-phenyl)-propionyl]-urea (prepared in Example 1B-d, 402 mg, 1.22 mmol) and pyridine (0.15 mL, 1.83 mmol), in toluene (15 mL) was treated with ethyl malonyl chloride (0.19 mL, 1.5 mmol). The resulting reaction mixture was heated at reflux for 2 h. At this time, additional pyridine (0.15 mL, 1.83 mmol) and ethyl malonyl chloride (0.19 mL, 1.5 mmol) were added. The reaction was then heated at reflux for 90 min. The reaction was then cooled to 25° C., dilu... Reactants: O=C1NC(=NO1)N1CCN(CC1)CCN1C(OC(C1)CN1CCN(CC1)CCC(=O)O)=O (3-[2-(1-(5-oxo-1,2,4-oxadiazolin-3-yl)-4-piperazinyl)ethyl]-5-[4-(2-carboxyethyl)piperazino]methyloxazolidin-2-one), C(C)(=O)OCC (ethyl acetate), N1(CCNCC1)CCC(=O)OC (methyl 3-piperazinopropanoate), O=C1NC(=NO1)N1CCN(CC1)CCN1C(OC(C1)CS(=O)(=O)C)=O (3-[2-(1-(5-oxo-1,2,4-oxadiazolin-3-yl)-4-piperazinyl)ethyl]-5-methanesulfonylmethyloxazolidin-2-one). Run in CO (methanol). Yields the product C(N)(=N)N1CCN(CC1)CCN1C(OC(C1)CN1CCN(CC1)CCC(=O)O)=O (3-[2-(1-Amidino-4-piperazinyl)ethyl]-5-[4-(2-carboxyethyl)piperazino]methyloxazolidin-2-one). RXN SMILES: O=C1O[N:5]=[C:4]([N:7]2[CH2:12][CH2:11][N:10]([CH2:13][CH2:14][N:15]3[CH2:19][CH:18]([CH2:20][N:21]4[CH2:26][CH2:25][N:24]([CH2:27][CH2:28][C:29]([OH:31])=[O:30])[CH2:23][CH2:22]4)[O:17][C:16]3=[O:32])[CH2:9][CH2:8]2)[NH:3]1.N1(CCC(OC)=O)CCNCC1.O=C1ON=C(N2CCN(CCN3CC(CS(C)(=O)=O)OC3=O)CC2)N1.C(OCC)(=O)C>CO>[C:4]([N:7]1[CH2:8][CH2:9][N:10]([CH2:13][CH2:14][N:15]2[CH2:19][CH:18]([CH2:20][N:21]3[CH2:22][CH2:23][N:24]([CH2:27][CH2:28][C:29]([OH:31])=[O:30])[CH2:25][CH2:26]3)[O:17][C:16]2=[O:32])[CH2:11][CH2:12]1)(=[NH:3])[NH2:5]. Procedure details: 1.13 g of 3-[2-(1-(5-oxo-1,2,4-oxadiazolin-3-yl)-4-piperazinyl)ethyl]-5-[4-(2-carboxyethyl)piperazino]methyloxazolidin-2-one [obtainable according to Ex. 1 by reaction of methyl 3-piperazinopropanoate with 3-[2-(1-(5-oxo-1,2,4-oxadiazolin-3-yl)-4-piperazinyl)ethyl]-5-methanesulfonylmethyloxazolidin-2-one and subsequent hydrolysis of the product] are dissolved in 50 ml of methanol and hydrogenated on Raney Nickel. The reaction mixture is then filtered and the filtrate is concentrated in vacuo. Th... Starting materials: C1(=CC=CC=C1)C (toluene), Cl.C(C1=CC=CC=C1)NC(S)=N (benzylisothiourea hydrochloride), ClC(Cl)(Cl)S (perchloromethylmercaptan), [OH-].[Na+] (sodium hydroxide). Reagents/catalysts: [Cl-].C(C1=CC=CC=C1)[N+](CC)(CC)CC (benzyltriethylammonium chloride). The solvent is O (water), O (water), C(C)(C)(C)OC (t-butylmethylether). Reaction conditions: time 2 hour. Yields the product C(C1=CC=CC=C1)SC1=NSC(=N1)Cl (3-benzylthio-5-chloro-1,2,4-thiadiazole). RXN SMILES: [C:1]1([CH3:7])[CH:6]=[CH:5][CH:4]=[CH:3][CH:2]=1.Cl.C([NH:16][C:17](=[NH:19])[SH:18])C1C=CC=CC=1.[Cl:20][C:21]([SH:24])(Cl)Cl.[OH-].[Na+]>[Cl-].C([N+](CC)(CC)CC)C1C=CC=CC=1.C(OC)(C)(C)C.O>[CH2:7]([S:18][C:17]1[N:19]=[C:21]([Cl:20])[S:24][N:16]=1)[C:1]1[CH:6]=[CH:5][CH:4]=[CH:3][CH:2]=1 |f:1.2,4.5,6.7|. Procedure: To the mixture of 20 ml of toluene and 10 ml of water, 2.02 g of benzylisothiourea hydrochloride, 1.86 g of perchloromethylmercaptan and 46 mg of benzyltriethylammonium chloride were added, followed the solution of 1.6 g of sodium hydroxide dissolved to 10 ml of water was added dropwise at about 0° C., and then stirred for 2 hours. Then, t-butylmethylether was added to the reaction mixture, and extracted. The organic layer was dried by anhydrous sodium salfate, and concentrated The residue obtai... Starting materials: N#N (N2), solution, CC1(OCCO1)C1=NC(=CC=C1)CN1N=CC(=C1)[N+](=O)[O-] (2-(2-methyl-[1,3]dioxolan-2-yl)-6-(4-nitro-pyrazol-1-ylmethyl)-pyridine), [NH4+].[Cl-] (NH4Cl). Reagents/catalysts: [Fe] (iron). Solvent: CCO (EtOH), O (water). Reaction conditions: temperature 75 celsius, time 30 minute. Product: CC1(OCCO1)C1=CC=CC(=N1)CN1N=CC(=C1)N (1-[6-(2-Methyl-[1,3]dioxolan-2-yl)-pyridin-2-ylmethyl]-1H-pyrazol-4-ylamine). Reaction SMILES: N#N.[CH3:3][C:4]1([C:9]2[CH:14]=[CH:13][CH:12]=[C:11]([CH2:15][N:16]3[CH:20]=[C:19]([N+:21]([O-])=O)[CH:18]=[N:17]3)[N:10]=2)[O:8][CH2:7][CH2:6][O:5]1.[NH4+].[Cl-]>CCO.O.[Fe]>[CH3:3][C:4]1([C:9]2[N:10]=[C:11]([CH2:15][N:16]3[CH:20]=[C:19]([NH2:21])[CH:18]=[N:17]3)[CH:12]=[CH:13][CH:14]=2)[O:8][CH2:7][CH2:6][O:5]1 |f:2.3|. Procedure: In a flame dried round-bottomed flask equipped with a magnetic stir bar and under inert atmosphere (N2), a 0.1M solution of 2-(2-methyl-[1,3]dioxolan-2-yl)-6-(4-nitro-pyrazol-1-ylmethyl)-pyridine (145 mg, 0.50 mmol), iron powder (84 mg, 1.50 mmol) and NH4Cl (135 mg, 2.50 mmol) in a mixture of EtOH (2.0 mL) and water (1.0 mL) was stirred at 75° C. for 30 min. The reaction mixture was filtered while hot and concentrated under reduced pressure. CH2Cl2 (20 mL) was added followed by 1N NaOH (20 mL). ... The reactants are example 1 ( b ), C1(CCCCC1)OC1=C(C(=O)O)C=C(C=C1)S(=O)(=O)C (2-Cyclohexyloxy-5-methanesulfonyl-benzoic acid), N1(CCNCC1)C=1SC(=CN1)C#N (2-piperazin-1-yl-thiazole-5-carbonitrile). The product is C1(CCCCC1)OC1=C(C(=O)N2CCN(CC2)C=2SC(=CN2)C#N)C=C(C=C1)S(=O)(=O)C (2-[4-(2-Cyclohexyloxy-5-methanesulfonyl-benzoyl)-piperazin-1-yl]-thiazole-5-carbonitrile). The yield is 49.0%. Reaction SMILES: [CH:1]1([O:7][C:8]2[CH:16]=[CH:15][C:14]([S:17]([CH3:20])(=[O:19])=[O:18])=[CH:13][C:9]=2[C:10]([OH:12])=O)[CH2:6][CH2:5][CH2:4][CH2:3][CH2:2]1.[N:21]1([C:27]2[S:28][C:29]([C:32]#[N:33])=[CH:30][N:31]=2)[CH2:26][CH2:25][NH:24][CH2:23][CH2:22]1>>[CH:1]1([O:7][C:8]2[CH:16]=[CH:15][C:14]([S:17]([CH3:20])(=[O:19])=[O:18])=[CH:13][C:9]=2[C:10]([N:24]2[CH2:25][CH2:26][N:21]([C:27]3[S:28][C:29]([C:32]#[N:33])=[CH:30][N:31]=3)[CH2:22][CH2:23]2)=[O:12])[CH2:2][CH2:3][CH2:4][CH2:5][CH2:6]1. Procedure details: Prepared in analogy to example 1 (b) from 2-cyclohexyloxy-5-methanesulfonyl-benzoic acid (Example A7) and 2-piperazin-1-yl-thiazole-5-carbonitrile (Example 6(a)). The crude material was purified by chromatography (SiO2, ethyl acetate/heptane) followed by trituration in ether to yield the title compound as a white crystalline solid (yield 49%). MS (m/e): 475.4 (M+H+, 100%). The reactants are FC(C(=O)O)(F)F.ClC=1C=C(C=CC1Cl)NC1=NC=NC2=CC(=C(C=C12)OC)O (4-[(3,4-dichlorophenyl)amino]-6-(methyloxy)quinazolin-7-ol trifluoroacetate), CS(=O)(=O)OC1C[C@@H]2[C@@H](CN(C2)C(=O)OC(C)(C)C)C1 (1,1-dimethylethyl (3aR,6aS)-5-{[(methylsulfonyl)oxy]}hexahydrocyclopenta[c]pyrrole-2(1H)-carboxylate), C([O-])([O-])=O.[K+].[K+] (potassium carbonate). Run in CN(C(C)=O)C (N,N-dimethylacetamide), CO (methanol), C(C)(=O)OCC (ethyl acetate). The product is ClC=1C=C(C=CC1Cl)NC1=NC=NC2=CC(=C(C=C12)OC)OC1C[C@@H]2[C@@H](CN(C2)C(=O)OC(C)(C)C)C1 (1,1-dimethylethyl (3aR,6aS)-5-({[4-[(3,4-dichlorophenyl)amino]-6-(methyloxy)quinazolin-7-yl]oxy})hexahydrocyclopenta[c]pyrrole-2(1H)-carboxylate). Isolated yield 93.7%. RXN SMILES: FC(F)(F)C(O)=O.[Cl:8][C:9]1[CH:10]=[C:11]([NH:16][C:17]2[C:26]3[C:21](=[CH:22][C:23]([OH:29])=[C:24]([O:27][CH3:28])[CH:25]=3)[N:20]=[CH:19][N:18]=2)[CH:12]=[CH:13][C:14]=1[Cl:15].CS(O[CH:35]1[CH2:49][C@@H:38]2[CH2:39][N:40]([C:42]([O:44][C:45]([CH3:48])([CH3:47])[CH3:46])=[O:43])[CH2:41][C@@H:37]2[CH2:36]1)(=O)=O.C(=O)([O-])[O-].[K+].[K+]>CN(C)C(=O)C.CO.C(OCC)(=O)C>[Cl:8][C:9]1[CH:10]=[C:11]([NH:16][C:17]2[C:26]3[C:21](=[CH:22][C:23]([O:29][CH:35]4[CH2:49][C@@H:38]5[CH2:39][N:40]([C:42]([O:44][C:45]([CH3:47])([CH3:46])[CH3:48])=[O:43])[CH2:41][C@@H:37]5[CH2:36]4)=[C:24]([O:27][CH3:28])[CH:25]=3)[N:20]=[CH:19][N:18]=2)[CH:12]=[CH:13][C:14]=1[Cl:15] |f:0.1,3.4.5|. Procedure: A solution of 4-[(3,4-dichlorophenyl)amino]-6-(methyloxy)quinazolin-7-ol trifluoroacetate (salt) (0.22 g, 0.49 mmol), 1,1-dimethylethyl (3aR,6aS)-5-{[(methylsulfonyl)oxy]}hexahydrocyclopenta[c]pyrrole-2(1H)-carboxylate (0.15 g, 0.45 mmol), potassium carbonate (0.34 g, 2.50 mmol) in N,N-dimethylacetamide (5 mL) was heated in a sealed reaction tube at 90° C. for 12 h. The crude reaction mixture was diluted with 100 mL 10% methanol in ethyl acetate and washed with saturated aqueous sodium bicarbona... Reactants: C(C=C)OC(N(CC1=CC(=CC=C1)C1=NC(=NC=C1)Cl)C(C)(C)C)=O (tert-Butyl-[3-(2-chloro-pyrimidin-4-yl)-benzyl]-carbamic acid allyl ester), NCCC1=CC=C(C=C1)O (tyramine). The product is C(C=C)OC(N(CC1=CC(=CC=C1)C1=NC(=NC=C1)NCCC1=CC=C(C=C1)O)C(C)(C)C)=O (tert-Butyl-(3-{2-[2-(4-hydroxy-phenyl)-ethylamino]-pyrimidin-4-yl}benzyl)-carbamic acid allyl ester). Isolated yield 91.0%. Reaction SMILES: [CH2:1]([O:4][C:5](=[O:25])[N:6]([C:21]([CH3:24])([CH3:23])[CH3:22])[CH2:7][C:8]1[CH:13]=[CH:12][CH:11]=[C:10]([C:14]2[CH:19]=[CH:18][N:17]=[C:16](Cl)[N:15]=2)[CH:9]=1)[CH:2]=[CH2:3].[NH2:26][CH2:27][CH2:28][C:29]1[CH:34]=[CH:33][C:32]([OH:35])=[CH:31][CH:30]=1>>[CH2:1]([O:4][C:5](=[O:25])[N:6]([C:21]([CH3:24])([CH3:23])[CH3:22])[CH2:7][C:8]1[CH:13]=[CH:12][CH:11]=[C:10]([C:14]2[CH:19]=[CH:18][N:17]=[C:16]([NH:26][CH2:27][CH2:28][C:29]3[CH:34]=[CH:33][C:32]([OH:35])=[CH:31][CH:30]=3)[N:15]=2)[CH:9]=1)[CH:2]=[CH2:3]. Procedure: tert-Butyl-[3-(2-chloro-pyrimidin-4-yl)-benzyl]-carbamic acid allyl ester from the above reaction was coupled with tyramine following procedure F to give the title product in 91% yield. LC-MS showed the product had the expected M+H+ of 461. 1H NMR (Varian 300 MHz, CDCl3, shifts relative to the solvent peak at 7.24 ppm) 8.3 (d, 1H)) 7.9 (m, 2H) 7.4 (m, 1H) 7.3 (m, 1H) 7.0 (d, 2H) 6.9 (d, 1H) 6.7 (d, 2H) 5.9 (m, 1H) 5.3 (m, 2H) 5.1 (m, 2H) 4.7 (s, 2H) 4.6 (d, 2H) 3.7 (m, 2H) 2.9 (m, 2H) 1.41 (s, 9... Reactants: Cc1ccccc1-c1ccc([N+](=O)[O-])cc1N(C)C(=O)C(C)(C)c1cc(C(F)(F)F)cc(C(F)(F)F)c1, C1CCOC1, O, O=C(O)C(F)(F)F. Yields the product Cc1ccccc1-c1ccc(N)cc1N(C)C(=O)C(C)(C)c1cc(C(F)(F)F)cc(C(F)(F)F)c1. RXN SMILES: [F:1][C:2]([c:3]1[cH:4][c:5]([C:13]([C:14](=[O:15])[N:16]([c:17]2[c:18](-[c:26]3[c:27]([CH3:32])[cH:28][cH:29][cH:30][cH:31]3)[cH:19][cH:20][c:21]([N+:23]([O-:24])=[O:25])[cH:22]2)[CH3:33])([CH3:34])[CH3:35])[cH:6][c:7]([C:9]([F:10])([F:11])[F:12])[cH:8]1)([F:36])[F:37].[O:46]1[CH2:47][CH2:48][CH2:49][CH2:50]1.[OH2:38].[OH:39][C:40]([C:41]([F:42])([F:43])[F:44])=[O:45]>>[F:1][C:2]([c:3]1[cH:4][c:5]([C:13]([C:14](=[O:15])[N:16]([c:17]2[c:18](-[c:26]3[c:27]([CH3:32])[cH:28][cH:29][cH:30][cH:31]3)[cH:19][cH:20][c:21]([NH2:23])[cH:22]2)[CH3:33])([CH3:34])[CH3:35])[cH:6][c:7]([C:9]([F:10])([F:11])[F:12])[cH:8]1)([F:36])[F:37].